From a dataset of the Open Reaction Database (ORD), a public repository of structured organic reaction records. describe an organic reaction: reactants, conditions, products, and yield Product: O=C(CNC(=O)c1cccc(C(F)(F)F)c1)NC1CCN(C2CCN(c3ccccc3F)CC2)C1. The reactants are COc1ccc(N2CCC(N3CCC(NC(=O)CNC(=O)c4cccc(C(F)(F)F)c4)C3)CC2)cn1, COc1ccc(N2CCC(=O)CC2)cn1, O=C1CCN(c2ccccc2F)CC1. Reaction SMILES: [CH3:1][O:2][c:3]1[n:4][cH:5][c:6]([N:7]2[CH2:8][CH2:9][CH:10]([N:15]3[CH2:16][CH:17]([NH:20][C:21]([CH2:22][NH:23][C:24]([c:25]4[cH:26][c:27]([C:31]([F:32])([F:33])[F:34])[cH:28][cH:29][cH:30]4)=[O:35])=[O:36])[CH2:18][CH2:19]3)[CH2:11][CH2:12]2)[cH:13][cH:14]1.[CH3:51][O:52][c:53]1[n:54][cH:55][c:56]([N:57]2[CH2:58][CH2:59][C:60](=[O:61])[CH2:62][CH2:63]2)[cH:64][cH:65]1.[F:37][c:38]1[c:39]([N:44]2[CH2:45][CH2:46][C:47](=[O:50])[CH2:48][CH2:49]2)[cH:40][cH:41][cH:42][cH:43]1>>[N:15]1([CH:47]2[CH2:46][CH2:45][N:44]([c:39]3[c:38]([F:37])[cH:43][cH:42][cH:41][cH:40]3)[CH2:49][CH2:48]2)[CH2:16][CH:17]([NH:20][C:21]([CH2:22][NH:23][C:24]([c:25]2[cH:26][c:27]([C:31]([F:32])([F:33])[F:34])[cH:28][cH:29][cH:30]2)=[O:35])=[O:36])[CH2:18][CH2:19]1. Starting materials: O=Cc1ccc(Cl)c([N+](=O)[O-])c1, [K+], [K+], O=C([O-])[O-], CN(C)C=O, COC(=O)CCS. Yields the product COC(=O)CCSc1ccc(C=O)cc1[N+](=O)[O-]. As a reaction SMILES: [Cl:1][c:2]1[c:3]([N+:10](=[O:11])[O-:12])[cH:4][c:5]([CH:6]=[O:7])[cH:8][cH:9]1.[K+:20].[K+:21].[O-:22][C:23]([O-:24])=[O:25].[O:26]=[CH:27][N:28]([CH3:29])[CH3:30].[SH:13][CH2:14][CH2:15][C:16](=[O:17])[O:18][CH3:19]>>[c:2]1([S:13][CH2:14][CH2:15][C:16](=[O:17])[O:18][CH3:19])[c:3]([N+:10](=[O:11])[O-:12])[cH:4][c:5]([CH:6]=[O:7])[cH:8][cH:9]1. The reactants are CCCCc1nc2cccnc2n1Cc1ccc(-c2cc(Cl)sc2-c2nnnn2C(c2ccccc2)(c2ccccc2)c2ccccc2)cc1, C1COCCO1, Cl, [Na+], [OH-]. The product is CCCCc1nc2cccnc2n1Cc1ccc(-c2cc(Cl)sc2-c2nnn[nH]2)cc1. As a reaction SMILES: [CH2:1]([CH2:2][CH2:3][CH3:4])[c:5]1[n:6][c:7]2[c:8]([n:9][cH:10][cH:11][cH:12]2)[n:13]1[CH2:14][c:15]1[cH:16][cH:17][c:18](-[c:21]2[c:22](-[c:27]3[n:28][n:29][n:30][n:31]3[C:32]([c:33]3[cH:34][cH:35][cH:36][cH:37][cH:38]3)([c:39]3[cH:40][cH:41][cH:42][cH:43][cH:44]3)[c:45]3[cH:46][cH:47][cH:48][cH:49][cH:50]3)[s:23][c:24]([Cl:26])[cH:25]2)[cH:19][cH:20]1.[CH2:54]1[O:55][CH2:56][CH2:57][O:58][CH2:59]1.[ClH:51].[Na+:53].[OH-:52]>>[CH2:1]([CH2:2][CH2:3][CH3:4])[c:5]1[n:6][c:7]2[c:8]([n:9][cH:10][cH:11][cH:12]2)[n:13]1[CH2:14][c:15]1[cH:16][cH:17][c:18](-[c:21]2[c:22](-[c:27]3[n:28][n:29][n:30][nH:31]3)[s:23][c:24]([Cl:26])[cH:25]2)[cH:19][cH:20]1.